From a dataset of the Open Reaction Database (ORD), a public repository of structured organic reaction records. describe an organic reaction: reactants, conditions, products, and yield Reactants: OC1=CC=C(C(=O)OC)C=C1 (Methyl 4-hydroxybenzoate), BrCCOC (1-bromo-2-methoxyethane), C([O-])([O-])=O.[K+].[K+] (potassium carbonate), [N-]1C=NC=C1 (imidazolide), [K] (potassium), mono ethyl ester, C(CC(=O)O)(=O)O (malonic acid), [Cl-].[Mg+2].[Cl-] (magnesium chloride), ester, [OH-].[Na+] (NaOH), C(=O)(C=1NC=CN1)C=1NC=CN1 (carbonyl diimidazole). The solvent is alcohol, CN(C=O)C (dimethylformamide), C1CCOC1 (THF). The product is COCCOC1=CC=C(C(=O)CC(=O)OCC)C=C1 (Ethyl [4-(2-methoxyethoxy)benzoyl]-acetate). RXN SMILES: [OH:1][C:2]1[CH:11]=[CH:10][C:5]([C:6]([O:8]C)=O)=[CH:4][CH:3]=1.Br[CH2:13][CH2:14][O:15][CH3:16].C(=O)([O-])[O-].[K+].[K+].[OH-].[Na+].[C:25]([C:32]1NC=CN=1)(C1NC=CN=1)=[O:26].[N-]1C=CN=C1.[K].C(O)(=O)[CH2:44][C:45](O)=[O:46].[Cl-].[Mg+2].[Cl-]>CN(C)C=O.C1COCC1>[CH3:16][O:15][CH2:14][CH2:13][O:1][C:2]1[CH:3]=[CH:4][C:5]([C:6]([CH2:44][C:45]([O:26][CH2:25][CH3:32])=[O:46])=[O:8])=[CH:10][CH:11]=1 |f:2.3.4,5.6,11.12.13,^1:41|. Reported procedure: Methyl 4-hydroxybenzoate was reacted with 1-bromo-2-methoxyethane, and potassium carbonate in dimethylformamide. The resultant ester was hydrolyzed to the acid with NaOH in alcohol. This acid was reacted with carbonyl diimidazole in THF; the resulting imidazolide was reacted with the potassium salt of the mono ethyl ester of malonic acid, and magnesium chloride, to give the title compound as a colorless oil. RXN SMILES: [Br:1][C:2]1[CH:3]=[C:4]2[C:8](=[CH:9][CH:10]=1)[NH:7][CH:6]=[CH:5]2.[H-].[Na+].[F:13][C:14]1[CH:21]=[CH:20][CH:19]=[CH:18][C:15]=1[CH2:16]Br>CN(C=O)C>[F:13][C:14]1[CH:21]=[CH:20][CH:19]=[CH:18][C:15]=1[CH2:16][N:7]1[C:8]2[C:4](=[CH:3][C:2]([Br:1])=[CH:10][CH:9]=2)[CH:5]=[CH:6]1 |f:1.2|. Product: FC1=C(CN2C=CC3=CC(=CC=C23)Br)C=CC=C1 (N-2-Fluorobenzyl-5-bromoindole). Reaction conditions: time 30 minute. Reported procedure: 5-Bromoindole (1.96 g, 10 mmol) was dissolved in 20 mL of DMF, 60%-NaH (0.44 g, 11 mmol) was added. It was stirred for 30 minutes, then 2-fluorobenzyl bromide (1.33 mL, 11 mmol) was added. Stirring continued at 50° C. for 5 hours. After dilution with EtOAc, the organic layer washed with brine (5×), dried over MgSO4. After evaporation to dryness, it was then dried under high vacuum to yield N-2-Fluorobenzyl-5-bromoindole in quantitative yield. The title compound was prepared by substituting N-2-F... Solvent: CN(C)C=O (DMF). Starting materials: [H-].[Na+] (NaH), BrC=1C=C2C=CNC2=CC1 (5-Bromoindole), FC1=C(CBr)C=CC=C1 (2-fluorobenzyl bromide). The reactants are Cl.N[C@]1([C@H](C1)C1=CC=C(C=C1)Br)C(=O)OC ((1R,2R)-methyl 1-amino-2-(4-bromophenyl)cyclopropanecarboxylate hydrochloride), [H][H] (hydrogen). Reagents/catalysts: [Pd] (palladium on carbon). Run in CO (methanol). Product: N[C@]1([C@H](C1)C1=CC=CC=C1)C(=O)OC ((1R,2R)-methyl 1-amino-2-phenylcyclopropanecarboxylate). Isolated yield 24.0%. RXN SMILES: Cl.[NH2:2][C@:3]1([C:13]([O:15][CH3:16])=[O:14])[CH2:5][C@@H:4]1[C:6]1[CH:11]=[CH:10][C:9](Br)=[CH:8][CH:7]=1.[H][H]>[Pd].CO>[NH2:2][C@:3]1([C:13]([O:15][CH3:16])=[O:14])[CH2:5][C@@H:4]1[C:6]1[CH:11]=[CH:10][CH:9]=[CH:8][CH:7]=1 |f:0.1|. Reported procedure: A mixture of (1R,2R)-methyl 1-amino-2-(4-bromophenyl)cyclopropanecarboxylate hydrochloride (120 mg) and palladium on carbon (10%) (47.3 mg) in methanol (20 mL) was stirred at 5 bar of hydrogen for 48 h. The catalyst was removed by filtration and the filtrate evaporated to dryness. The residue was purified by preparative HPLC on a Phenomenex Gemini column using a 95-5% gradient of aqueous 0.1% ammonia in acetonitrile as eluent. The fractions containing the desired compound were evaporated to dryn... Reactants: BrCCCCCCl (1-bromo-5-chloropentane), C(#N)C1=CC=C(C=C1)O (4-cyanophenol), C([O-])([O-])=O.[K+].[K+] (potassium carbonate), chloro, [I-].[K+] (potassium iodide), C([O-])([O-])=O.[K+].[K+] (potassium carbonate), C(C1=CC(OC)=C(O)C=C1)(=O)OC (methyl vanillate). The solvent is C(C)#N (acetonitrile). Reaction conditions: temperature 82 celsius, time 20 hour. Yields the product C(#N)C1=CC=C(OCCCCCOC2=C(C=C(C(=O)OC)C=C2)OC)C=C1 (methyl 4-[5-(4-cyanophenoxy)-pentoxy]-3-methoxybenzoate). Reaction SMILES: Br[CH2:2][CH2:3][CH2:4][CH2:5][CH2:6]Cl.[C:8]([C:10]1[CH:15]=[CH:14][C:13]([OH:16])=[CH:12][CH:11]=1)#[N:9].C(=O)([O-])[O-].[K+].[K+].[I-].[K+].[C:25]([O:36][CH3:37])(=[O:35])[C:26]1[CH:34]=[CH:33][C:31]([OH:32])=[C:28]([O:29][CH3:30])[CH:27]=1>C(#N)C>[C:8]([C:10]1[CH:15]=[CH:14][C:13]([O:16][CH2:2][CH2:3][CH2:4][CH2:5][CH2:6][O:32][C:31]2[CH:33]=[CH:34][C:26]([C:25]([O:36][CH3:37])=[O:35])=[CH:27][C:28]=2[O:29][CH3:30])=[CH:12][CH:11]=1)#[N:9] |f:2.3.4,5.6|. Procedure: To a solution of 1-bromo-5-chloropentane (3794 g, 20.45 mol) in acetonitrile (38 L) is added 4-cyanophenol (2437 g, 20.45 mol) and powdered powdered potassium carbonate (2827 g, 20.45 mol). This suspension is heated with stirring under nitrogen at 96° C. bath temperature (82° C.-internal) for 20 hours. Additional powdered potassium carbonate (2827 g, 20.45 mol.) is then added to the hot reaction mixture followed by potassium iodide (3397 g, 20.45 mol) and methyl vanillate (3725 g, 20.45 mol). Th... RXN SMILES: [CH2:58]1[O:59][CH2:60][CH2:61][CH2:62]1.[Cl:1][c:2]1[cH:3][cH:4][c:5](-[c:8]2[c:9](-[c:18]3[cH:19][cH:20][c:21]([Cl:24])[cH:22][cH:23]3)[c:10]3[n:11]([n:12][cH:13]2)[c:14](=[O:17])[nH:15][n:16]3)[cH:6][cH:7]1.[O:44]1[CH2:45][CH2:46][N:47]([c:50]2[cH:51][cH:52][c:53]([CH2:56][OH:57])[cH:54][n:55]2)[CH2:48][CH2:49]1.[c:25]1([P:26]([c:27]2[cH:28][cH:29][cH:30][cH:31][cH:32]2)[c:33]2[cH:34][cH:35][cH:36][cH:37][cH:38]2)[cH:39][cH:40][cH:41][cH:42][cH:43]1>>[Cl:1][c:2]1[cH:3][cH:4][c:5](-[c:8]2[c:9](-[c:18]3[cH:19][cH:20][c:21]([Cl:24])[cH:22][cH:23]3)[c:10]3[n:11]([n:12][cH:13]2)[c:14](=[O:17])[n:15]([CH2:56][c:53]2[cH:52][cH:51][c:50]([N:47]4[CH2:46][CH2:45][O:44][CH2:49][CH2:48]4)[n:55][cH:54]2)[n:16]3)[cH:6][cH:7]1. The reactants are C1CCOC1, O=c1[nH]nc2c(-c3ccc(Cl)cc3)c(-c3ccc(Cl)cc3)cnn12, OCc1ccc(N2CCOCC2)nc1, c1ccc(P(c2ccccc2)c2ccccc2)cc1. Product: O=c1n(Cc2ccc(N3CCOCC3)nc2)nc2c(-c3ccc(Cl)cc3)c(-c3ccc(Cl)cc3)cnn12. Reactants: Cl (hydrochloric acid), C(C)OC(C=CC(=CC(C)SC1=CC=C(C=C1)N(C)C)C)=O (6-(4-dimethylaminophenylsulfanyl)-4-methylhepta-2,4-dienoic acid ethyl ester), NO (hydroxylamine), [OH-].[K+] (potassium hydroxide), CO (methanol). The solvent is O (water), C1CCOC1 (THF). Reaction conditions: temperature 20 celsius, time 16 hour. The product is ONC(C=CC(=CC(C)SC1=CC=C(C=C1)N(C)C)C)=O (6-(4-Dimethylamino-phenylsulfanyl)-4-methylhepta-2,4-dienoic acid hydroxyamide). Isolated yield 61.6%. Reaction SMILES: C([O:3][C:4](=O)[CH:5]=[CH:6][C:7]([CH3:21])=[CH:8][CH:9]([S:11][C:12]1[CH:17]=[CH:16][C:15]([N:18]([CH3:20])[CH3:19])=[CH:14][CH:13]=1)[CH3:10])C.[NH2:23][OH:24].[OH-].[K+].CO.Cl>C1COCC1.O>[OH:24][NH:23][C:4](=[O:3])[CH:5]=[CH:6][C:7]([CH3:21])=[CH:8][CH:9]([S:11][C:12]1[CH:17]=[CH:16][C:15]([N:18]([CH3:20])[CH3:19])=[CH:14][CH:13]=1)[CH3:10] |f:2.3|. Procedure: To a solution of 6-(4-dimethylaminophenylsulfanyl)-4-methylhepta-2,4-dienoic acid ethyl ester (0.576 g, 1.80 mmol) in dry THF (10 mL) was added at 0° C. an aqueous solution of hydroxylamine (50%, 1.1 mL, 16.6 mmol). To this mixture was added a solution of potassium hydroxide in methanol (1M, 2.9 mL, 2.9 mmol) over a period of 40 minutes at 0° C. The mixture was stirred at 20° C. for 16 hours, and water (10 mL) was then added. The solution was acidified to pH 5 by addition of concentrated hydroch...